The task is: describe an organic reaction: reactants, conditions, products, and yield. This data is from the Open Reaction Database (ORD), a public repository of structured organic reaction records. Run in C1(=CC=CC=C1)C (toluene). Procedure: A quantity of 92.9 g of ethyl chlorocarbonate was added dropwise to a solution of 50.2 g of (±)-4-[(4-fluorophenyl)phenylmethoxy]-1-methylpiperidine in 200 ml of toluene, and the resulting solution was refluxed for 8 hours. After cooling, the reaction solution was washed with hydrochloric acid and water, dried and concentrated to give 51.9 g of yellowish brown liquid. Starting materials: C(OCC)(=O)Cl (ethyl chlorocarbonate), FC1=CC=C(C=C1)C(OC1CCN(CC1)C)C1=CC=CC=C1 ((±)-4-[(4-fluorophenyl)phenylmethoxy]-1-methylpiperidine). Reaction SMILES: [C:1](Cl)(=[O:5])[O:2][CH2:3][CH3:4].[F:7][C:8]1[CH:13]=[CH:12][C:11]([CH:14]([C:23]2[CH:28]=[CH:27][CH:26]=[CH:25][CH:24]=2)[O:15][CH:16]2[CH2:21][CH2:20][N:19](C)[CH2:18][CH2:17]2)=[CH:10][CH:9]=1>C1(C)C=CC=CC=1>[F:7][C:8]1[CH:9]=[CH:10][C:11]([CH:14]([C:23]2[CH:24]=[CH:25][CH:26]=[CH:27][CH:28]=2)[O:15][CH:16]2[CH2:17][CH2:18][N:19]([C:1]([O:2][CH2:3][CH3:4])=[O:5])[CH2:20][CH2:21]2)=[CH:12][CH:13]=1. Yields the product FC1=CC=C(C=C1)C(OC1CCN(CC1)C(=O)OCC)C1=CC=CC=C1 ((±)-Ethyl 4-[(4-fluorophenyl)phenylmethoxy]-1-piperidinecarboxylate). The yield is 86.6%. Reaction SMILES: [C:1]([C@H:4]1[CH2:9][CH2:8][C@H:7]2[C@H:10]3[C@H:20]([CH2:21][CH2:22][C@:5]12[CH3:6])[C@:18]1([CH3:19])[C@H:13]([CH2:14][C:15](=[O:23])[CH2:16][CH2:17]1)[CH2:12][CH2:11]3)(=O)[NH2:2]>C(Cl)(Cl)Cl>[C:1]([C@H:4]1[CH2:9][CH2:8][C@H:7]2[C@H:10]3[C@H:20]([CH2:21][CH2:22][C@:5]12[CH3:6])[C@:18]1([CH3:19])[C@H:13]([CH2:14][C:15](=[O:23])[CH2:16][CH2:17]1)[CH2:12][CH2:11]3)#[N:2]. The reactants are C(N)(=O)[C@@H]1[C@]2(C)[C@@H](CC1)[C@@H]1CC[C@H]3CC(CC[C@]3(C)[C@H]1CC2)=O (17β-carbamoyl-5α-androstan-3-one), polyphosphate ester. The solvent is C(Cl)(Cl)Cl (chloroform). The product is C(#N)[C@@H]1[C@]2(C)[C@@H](CC1)[C@@H]1CC[C@H]3CC(CC[C@]3(C)[C@H]1CC2)=O (17β-Cyano-5α-androstan-3-one). Reported procedure: A solution of 17β-carbamoyl-5α-androstan-3-one (2.4 g.) and polyphosphate ester (12 g.) in chloroform (125 ml.) was refluxed for 24 hours. After removing the chloroform by evaporation aqueous 10% sodium carbonate (100 ml.) was added, the mixture cooled, and extracted with ether. The ethereal extracts were washed with water, dried (MgSO4), filtered and evaporated to afford a buff solid (2.45 g.). Purification by preparative t.l.c. (ethanol/chloroform 1:19) afforded a solid (1.48 g.) which was fur... The yield is 40.4%.